From a dataset of the Open Reaction Database (ORD), a public repository of structured organic reaction records. describe an organic reaction: reactants, conditions, products, and yield Reactants: C(#N)C=1C=C(C=CC1F)C1C(=C(NC(=C1C#N)C)C)C#N (4-(3-cyano-4-fluorophenyl)-1,4-dihydro-2,6-dimethyl-3,5-pyridinedicarbonitrile), [H-].[Na+] (NaH), C(=O)([O-])[O-].[Cs+].[Cs+] (Cs2CO3), C(C)Cl (ethyl chloride). Solvent: CN(C)C=O (DMF). Reaction conditions: time 30 minute. Product: C(C)N1C(=C(C(C(=C1C)C#N)C1=CC(=C(C=C1)F)C#N)C#N)C (1-ethyl-4-(3-cyano-4-fluorophenyl)-1,4-dihydro-2,6-dimethyl-3,5-pyridinedicarbonitrile). Reaction SMILES: [C:1]([C:3]1[CH:4]=[C:5]([CH:10]2[C:15]([C:16]#[N:17])=[C:14]([CH3:18])[NH:13][C:12]([CH3:19])=[C:11]2[C:20]#[N:21])[CH:6]=[CH:7][C:8]=1[F:9])#[N:2].[H-].[Na+].C([O-])([O-])=O.[Cs+].[Cs+].[CH2:30](Cl)[CH3:31]>CN(C=O)C>[CH2:30]([N:13]1[C:14]([CH3:18])=[C:15]([C:16]#[N:17])[CH:10]([C:5]2[CH:6]=[CH:7][C:8]([F:9])=[C:3]([C:1]#[N:2])[CH:4]=2)[C:11]([C:20]#[N:21])=[C:12]1[CH3:19])[CH3:31] |f:1.2,3.4.5|. Procedure: To a solution of 4-(3-cyano-4-fluorophenyl)-1,4-dihydro-2,6-dimethyl-3,5-pyridinedicarbonitrile (1 eq), from Synthetic Example 1, in DMF was added either NaH or Cs2CO3 (1.2 eq) at 0° C. After 30 min, ethyl chloride was introduced. The reaction mixture was stirred at rt overnight, and quenched with brine. The reaction mixture was extracted with EtOAc, washed with brine, and dried. Concentration followed by flash chromatography gave 1-ethyl-4-(3-cyano-4-fluorophenyl)-1,4-dihydro-2,6-dimethyl-3,5-p...